The task is: describe an organic reaction: reactants, conditions, products, and yield. This data is from the Open Reaction Database (ORD), a public repository of structured organic reaction records. Reactants: COC1=NC=C(C=N1)C(=O)OC (methyl 2-methoxypyrimidine-5-carboxylate), O (water), [OH-].[Na+] (NaOH). Run in O1CCOCC1 (dioxan). Reaction conditions: time 8 hour. The product is COC1=NC=C(C=N1)C(=O)O (2-Methoxypyrimidine-5-carboxylic Acid). Yield: 69.9%. Reaction SMILES: [CH3:1][O:2][C:3]1[N:8]=[CH:7][C:6]([C:9]([O:11]C)=[O:10])=[CH:5][N:4]=1.O.[OH-].[Na+]>O1CCOCC1>[CH3:1][O:2][C:3]1[N:8]=[CH:7][C:6]([C:9]([OH:11])=[O:10])=[CH:5][N:4]=1 |f:2.3|. Procedure: A solution of methyl 2-methoxypyrimidine-5-carboxylate (944 mg) (Z. Budesinsky and J. Vavrina, Collect. Czech. Chem. Commun. 37 (1972)1721-1733) in dioxan (33 ml)/water (33 ml) was treated with 2N NaOH (3.37 ml), left overnight and evaporated to low volume. The residue was taken up in water (30 ml), the pH adjusted to 2 by addition of 2N HCl and the mixture extracted with EtOAc (4×30 ml). The EtOAc was dried and evaporated to give the title compound as a white solid (605 mg) 1HNMR δ(DMSO) 4.00(3... The reactants are organo lithium, CC1=CC(=C(C=C1)C1=C(C=C(C=C1)C)I)F (4,4'-dimethyl-2-fluoro-2'-iodobiphenyl), C(CCC)[Li] (n-butyllithium), FC1=C(C=CC=C1)Br (o-fluorobromobenzene), FC1=C(C=C(C(=C1)C)C)Br (2-fluoro-4,5-dimethylbromobenzene), ClC1=C(C=C(C=C1)C)I (4-chloro-3-iodotoluene). Solvent: CCOCC (ether). Yields the product CC1=CC=2C3=CC=CC=C3C3=CC(=CC=C3C2C=C1)C (2,7-dimethyltriphenylene), 2,6,11-trimethyltriphenylene and 2,3,6,11-tetramethyltriphenylene. RXN SMILES: [CH3:1][C:2]1[CH:7]=[CH:6][C:5]([C:8]2[CH:13]=[CH:12][C:11]([CH3:14])=[CH:10][C:9]=2I)=[C:4](F)[CH:3]=1.C([Li])CCC.F[C:23]1[CH:28]=[CH:27][CH:26]=[CH:25][C:24]=1Br.ClC1C=CC(C)=CC=1I.FC1C=C(C)C(C)=CC=1Br>CCOCC>[CH3:1][C:2]1[CH:7]=[CH:6][C:5]2[C:8]3[C:9](=[CH:10][C:11]([CH3:14])=[CH:12][CH:13]=3)[C:28]3[C:23](=[CH:24][CH:25]=[CH:26][CH:27]=3)[C:4]=2[CH:3]=1. Reported procedure: The triphenylenes, azatriphenylenes, hexa(4-substituted benzoates) of triphenylene and multi((phenyl)alkynyl)triphenylenes are generally prepared by reaction of veratrole, chloranil and 70% v/v aqueous sulfuric acid or by reaction of veratrole, ferric chloride and water to give 2,3,6,7,10,11,-hexamethoxytriphenylene (demethylation with hydrobromic acid and acetic acid or boron tribromide and benzene provides the corresponding hexaphenol). Reaction of the Grignard reagent from 4,4'-dimethyl-2-flu... Starting materials: NC1=C(C(=O)N)C(=CC(=C1)OC)OC (2-amino-4,6-dimethoxybenzamide), COC1=C(C=C(C=O)C=C1)CN1CCOCC1 (4-methoxy-3-morpholin-4-ylmethyl-benzaldehyde), COC1=C2C(NC(=NC2=CC(=C1)OC)C1=NC=CC=C1)=O (5,7-dimethoxy-2-(pyridin-2-yl)quinazolin-4(3H)-one). Product: COC1=C2C(NC(=NC2=CC(=C1)OC)C1=CC(=C(C=C1)OC)CN1CCOCC1)=O (5,7-Dimethoxy-2-(4-methoxy-3-(morpholinomethyl)phenyl)quinazolin-4(3H)-one). Yield: 28.0%. Reaction SMILES: [NH2:1][C:2]1[CH:10]=[C:9]([O:11][CH3:12])[CH:8]=[C:7]([O:13][CH3:14])[C:3]=1[C:4]([NH2:6])=[O:5].[CH3:15][O:16][C:17]1[CH:24]=[CH:23][C:20]([CH:21]=O)=[CH:19][C:18]=1[CH2:25][N:26]1[CH2:31][CH2:30][O:29][CH2:28][CH2:27]1.COC1C=C(OC)C=C2C=1C(=O)NC(C1C=CC=CN=1)=N2>>[CH3:14][O:13][C:7]1[CH:8]=[C:9]([O:11][CH3:12])[CH:10]=[C:2]2[C:3]=1[C:4](=[O:5])[NH:6][C:21]([C:20]1[CH:23]=[CH:24][C:17]([O:16][CH3:15])=[C:18]([CH2:25][N:26]3[CH2:31][CH2:30][O:29][CH2:28][CH2:27]3)[CH:19]=1)=[N:1]2. Procedure: 5,7-Dimethoxy-2-(4-methoxy-3-(morpholinomethyl)phenyl)quinazolin-4(3H)-one was synthesized from 2-amino-4,6-dimethoxybenzamide and 4-methoxy-3-morpholin-4-ylmethyl-benzaldehyde, using the method described for 5,7-dimethoxy-2-(pyridin-2-yl)quinazolin-4(3H)-one. 5,7-Dimethoxy-2-(4-methoxy-3-(morpholinomethyl)phenyl)quinazolin-4(3H)-one (65 mg, 28%) was isolated as a light yellow solid. Selected data: MS (m/z): 412.07; MP 282.7-284.5° C. The reactants are ClC1=C(C(=O)NCC23CC4CC(CC(C2)C4)C3)C=CC=C1[N+](=O)[O-] (2-Chloro-3-nitro-N-(tricyclo[3.3.1.13,7]dec-1-ylmethyl)-benzamide), [Cl-].[NH4+] (ammonium chloride). Reagents/catalysts: [Fe] (Iron). The solvent is C(C)O (ethanol). Yields the product NC=1C(=C(C(=O)NCC23CC4CC(CC(C2)C4)C3)C=CC1)Cl (3-Amino-2-chloro-N-(tricyclo[3.3.1.13,7]dec-1-ylmethyl)-benzamide). Isolated yield 98.5%. As a reaction SMILES: [Cl:1][C:2]1[C:21]([N+:22]([O-])=O)=[CH:20][CH:19]=[CH:18][C:3]=1[C:4]([NH:6][CH2:7][C:8]12[CH2:17][CH:12]3[CH2:13][CH:14]([CH2:16][CH:10]([CH2:11]3)[CH2:9]1)[CH2:15]2)=[O:5].[Cl-].[NH4+]>C(O)C.[Fe]>[NH2:22][C:21]1[C:2]([Cl:1])=[C:3]([CH:18]=[CH:19][CH:20]=1)[C:4]([NH:6][CH2:7][C:8]12[CH2:17][CH:12]3[CH2:13][CH:14]([CH2:16][CH:10]([CH2:11]3)[CH2:9]1)[CH2:15]2)=[O:5] |f:1.2|. Procedure details: A solution of the nitro compound from Example 52 (0.50 g) and ammonium chloride (0.5 g) were dissolved in 50% aqueous ethanol. Iron powder (0.5 g) was added and the mixture stirred at reflux temperature for 3 hr before being cooled and solids removed by filtration. The filtrate was treated with 10% sodium hydroxide solution and the product extracted into ethyl acetate. The organic solution was washed with brine, dried over sodium sulphate (Na2SO4) and concentrated to give a residue which was pur... Reaction SMILES: [Br:1][c:2]1[cH:3][cH:4][cH:5][c:6]2[c:7]([N:13]3[CH2:14][CH2:15][C:16]([C:19]([NH2:20])=[O:21])=[CH:17][CH2:18]3)[cH:8][c:9]([CH3:12])[n:10][c:11]12.[CH3:118][CH2:119][OH:120].[CH3:121][c:122]1[cH:123][cH:124][cH:125][cH:126][cH:127]1.[Cl:22][c:23]1[c:24]([O:30][B:31]([OH:32])[OH:33])[cH:25][cH:26][c:27]([Cl:29])[cH:28]1.[Na+:34].[Na+:35].[O-:36][C:37](=[O:38])[O-:39].[OH2:40].[cH:41]1[cH:42][cH:43][c:44]([P:45]([Pd:46]([P:47]([c:48]2[cH:49][cH:50][cH:51][cH:52][cH:53]2)([c:54]2[cH:55][cH:56][cH:57][cH:58][cH:59]2)[c:60]2[cH:61][cH:62][cH:63][cH:64][cH:65]2)([P:66]([c:67]2[cH:68][cH:69][cH:70][cH:71][cH:72]2)([c:73]2[cH:74][cH:75][cH:76][cH:77][cH:78]2)[c:79]2[cH:80][cH:81][cH:82][cH:83][cH:84]2)[P:85]([c:86]2[cH:87][cH:88][cH:89][cH:90][cH:91]2)([c:92]2[cH:93][cH:94][cH:95][cH:96][cH:97]2)[c:98]2[cH:99][cH:100][cH:101][cH:102][cH:103]2)([c:104]2[cH:105][cH:106][cH:107][cH:108][cH:109]2)[c:110]2[cH:111][cH:112][cH:113][cH:114][cH:115]2)[cH:116][cH:117]1>>[c:2]1(-[c:24]2[c:23]([Cl:22])[cH:28][c:27]([Cl:29])[cH:26][cH:25]2)[cH:3][cH:4][cH:5][c:6]2[c:7]([N:13]3[CH2:14][CH2:15][C:16]([C:19]([NH2:20])=[O:21])=[CH:17][CH2:18]3)[cH:8][c:9]([CH3:12])[n:10][c:11]12. The product is Cc1cc(N2CC=C(C(N)=O)CC2)c2cccc(-c3ccc(Cl)cc3Cl)c2n1. The reactants are Cc1cc(N2CC=C(C(N)=O)CC2)c2cccc(Br)c2n1, CCO, Cc1ccccc1, OB(O)Oc1ccc(Cl)cc1Cl, [Na+], [Na+], O=C([O-])[O-], O, c1ccc(P(c2ccccc2)(c2ccccc2)[Pd](P(c2ccccc2)(c2ccccc2)c2ccccc2)(P(c2ccccc2)(c2ccccc2)c2ccccc2)P(c2ccccc2)(c2ccccc2)c2ccccc2)cc1. Reactants: COC([C@@](NC(CCC(=O)N1CCOCC1)=O)(CC(C)C)CC1=CC=CC2=CC=CC=C12)=O (2-(1-naphthylmethyl)-3-morpholinocarbonylpropionyl-L-leucine methyl ester), [OH-].[Na+] (sodium hydroxide). Run in CO (methyl alcohol). Yields the product C1(=CC=CC2=CC=CC=C12)C[C@](NC(CCC(=O)N1CCOCC1)=O)(CC(C)C)C(=O)O (2-(1-naphthylmethyl)-3-morpholinocarbonylpropionyl-L-leucine). Yield: 78.2%. RXN SMILES: C[O:2][C:3](=[O:33])[C@:4]([CH2:22][C:23]1[C:32]2[C:27](=[CH:28][CH:29]=[CH:30][CH:31]=2)[CH:26]=[CH:25][CH:24]=1)([CH2:18][CH:19]([CH3:21])[CH3:20])[NH:5][C:6](=[O:17])[CH2:7][CH2:8][C:9]([N:11]1[CH2:16][CH2:15][O:14][CH2:13][CH2:12]1)=[O:10].[OH-].[Na+]>CO>[C:23]1([CH2:22][C@@:4]([C:3]([OH:33])=[O:2])([CH2:18][CH:19]([CH3:21])[CH3:20])[NH:5][C:6](=[O:17])[CH2:7][CH2:8][C:9]([N:11]2[CH2:16][CH2:15][O:14][CH2:13][CH2:12]2)=[O:10])[C:32]2[C:27](=[CH:28][CH:29]=[CH:30][CH:31]=2)[CH:26]=[CH:25][CH:24]=1 |f:1.2|. Procedure details: To a solution of 380 mg of the ester compound in 5 ml of methyl alcohol was added 0.92 ml of a 1Naqueous sodium hydroxide solution with stirring under ice-cooling, and the mixture was stirred overnight. The reaction mixture was evaporated under reduced pressure, and water was added to the residue. The mixture was washed with ethyl ether. The aqueous layer was adjusted to a pH of 2to 3 by adding a 1N hydrochloric acid, and extracted with ethyl acetate. The ethyl acetate layer was washed with wate... Reactants: [BH4-], CO, Cn1c(C=O)nc(-c2ccccc2)c1-c1ccncc1, [Na+]. Yields the product Cn1c(CO)nc(-c2ccccc2)c1-c1ccncc1. RXN SMILES: [BH4-:21].[CH3:23][OH:24].[CH:1](=[O:2])[c:3]1[n:4]([CH3:20])[c:5](-[c:14]2[cH:15][cH:16][n:17][cH:18][cH:19]2)[c:6](-[c:8]2[cH:9][cH:10][cH:11][cH:12][cH:13]2)[n:7]1.[Na+:22]>>[CH2:1]([OH:2])[c:3]1[n:4]([CH3:20])[c:5](-[c:14]2[cH:15][cH:16][n:17][cH:18][cH:19]2)[c:6](-[c:8]2[cH:9][cH:10][cH:11][cH:12][cH:13]2)[n:7]1. Starting materials: [N+](=O)([O-])[O-].[NH4+].[Ce] (Cerium ammonium nitrate), C(C)C=1C(NC2=C(C=CC(=C2C1)OC)OC)=O (3-ethyl-5,8-dimethoxy-1H-quinolin-2-one). Run in O (water), C(C)#N (acetonitrile), O (water). Reaction conditions: time 5 minute. Yields the product C(C)C=1C(NC=2C(C=CC(C2C1)=O)=O)=O (3-ethyl-1H-quinoline-2,5,8-trione). Yield: 108.3%. As a reaction SMILES: [N+]([O-])([O-])=O.[NH4+].[Ce].[CH2:7]([C:9]1[C:10](=[O:23])[NH:11][C:12]2[C:17]([CH:18]=1)=[C:16]([O:19]C)[CH:15]=[CH:14][C:13]=2[O:21]C)[CH3:8]>O.C(#N)C>[CH2:7]([C:9]1[C:10](=[O:23])[NH:11][C:12]2[C:13](=[O:21])[CH:14]=[CH:15][C:16](=[O:19])[C:17]=2[CH:18]=1)[CH3:8] |f:0.1.2|. Reported procedure: Cerium ammonium nitrate (284 mg, 0.5 mmol) was added in small portions to a stirred suspension of 3-ethyl-5,8-dimethoxy-1H-quinolin-2-one(50 mg, 0.2 mmol) in water (0.5 ml) and acetonitrile (1 ml). After 5 minutes at room temperature, water (3 ml) was added and the reaction mixture was extracted with chloroform (3×20 ml), yielding 3-ethyl-1H-quinoline-2,5,8-trione (44 mg, 100 %). The analytical sample was obtained by rapid silica gel chromatography, eluting with ethyl ether. The reactants are [K+], O=[N+]([O-])[O-], O=S(=O)(O)O, O=C(O)c1n[nH]c2ccccc12. Yields the product O=C(O)c1n[nH]c2ccc([N+](=O)[O-])cc12. As a reaction SMILES: [K+:13].[O-:14][N+:15]([O-:16])=[O:17].[S:18](=[O:19])(=[O:20])([OH:21])[OH:22].[nH:1]1[n:2][c:3]([C:10](=[O:11])[OH:12])[c:4]2[cH:5][cH:6][cH:7][cH:8][c:9]12>>[nH:1]1[n:2][c:3]([C:10](=[O:11])[OH:12])[c:4]2[cH:5][c:6]([N+:15](=[O:14])[O-:16])[cH:7][cH:8][c:9]12.